This data is from the Open Reaction Database (ORD), a public repository of structured organic reaction records. The task is: describe an organic reaction: reactants, conditions, products, and yield The reactants are C(C)(C)(C)OC(NCC1=CC(=CC(=C1)CN1CCCC1)F)=O (tert-butyl[3-fluoro-5-(pyrrolidin-1-ylmethyl)benzyl]carbamate), [H-].[H-].[H-].[H-].[Li+].[Al+3] (LiAlH4). Run in C1CCOC1 (THF). Reaction conditions: temperature 0 celsius, time 40 hour. Yields the product FC=1C=C(C=C(C1)CN1CCCC1)CNC (1-[3-Fluoro-5-(pyrrolidin-1-ylmethyl)phenyl]-N-methylmethanamine). RXN SMILES: C(O[C:6](=O)[NH:7][CH2:8][C:9]1[CH:14]=[C:13]([CH2:15][N:16]2[CH2:20][CH2:19][CH2:18][CH2:17]2)[CH:12]=[C:11]([F:21])[CH:10]=1)(C)(C)C.[H-].[H-].[H-].[H-].[Li+].[Al+3]>C1COCC1>[F:21][C:11]1[CH:10]=[C:9]([CH2:8][NH:7][CH3:6])[CH:14]=[C:13]([CH2:15][N:16]2[CH2:17][CH2:18][CH2:19][CH2:20]2)[CH:12]=1 |f:1.2.3.4.5.6|. Procedure details: tert-butyl[3-fluoro-5-(pyrrolidin-1-ylmethyl)benzyl]carbamate (0.72 mmol) was dissolved in anhydrous THF (2 mL) under N2 and the solution was cooled to 0° C. LiAlH4 (1 M in THF, 1.62 mL) was added and the reaction was stirred at between 0° C. and 40° C. for 40 h. The reaction was partitioned between 1:1 saturated aqueous NaHCO3: 30% aqueous Rochelle's salt (20 mL) and DCM (3×15 mL) and the combined organic extracts were dried over MgSO4 and concentrated in vacuo to afford the title compound as a... The reactants are COC(=O)NC(NC1=C(C=C(C=C1)[N+](=O)[O-])NC(=S)NC(=O)OC)=S (1,2-Bis-(3-methoxycarbonyl-2-thioureido)-4-nitrobenzene), ferrous chloride tetrahydrate, reduced iron. Solvent: CO (methanol), O (water). Product: COC(=O)NC(NC=1C=C(N)C=CC1NC(=S)NC(=O)OC)=S (3,4-bis-(3-methoxycarbonyl-2-thioureido)aniline). The yield is 52.6%. Reaction SMILES: [CH3:1][O:2][C:3]([NH:5][C:6](=[S:25])[NH:7][C:8]1[CH:13]=[CH:12][C:11]([N+:14]([O-])=O)=[CH:10][C:9]=1[NH:17][C:18]([NH:20][C:21]([O:23][CH3:24])=[O:22])=[S:19])=[O:4]>CO.O>[CH3:24][O:23][C:21]([NH:20][C:18](=[S:19])[NH:17][C:9]1[CH:10]=[C:11]([CH:12]=[CH:13][C:8]=1[NH:7][C:6]([NH:5][C:3]([O:2][CH3:1])=[O:4])=[S:25])[NH2:14])=[O:22]. Procedure details: 1,2-Bis-(3-methoxycarbonyl-2-thioureido)-4-nitrobenzene (9.7 g; 0.025 mole) and ferrous chloride tetrahydrate (1.13 g) were finely powdered together and suspended in a mixture of methanol (110 ml) and water (10 ml). The vigorously stirred suspension was then heated to reflux and reduced iron powder (6.53 g) was added in portions during five minutes. When the addition was complete, the reaction mixture was refluxed for a further forty five minutes and filtered. The dark brown filter cake was extr... The reactants are CO, O=Cc1c(Cl)ccc(Cl)c1Cl, Cl, [Na+], [OH-], CC(=O)c1cccc(O)c1. The product is O=C(C=Cc1c(Cl)ccc(Cl)c1Cl)c1cccc(O)c1. Reaction SMILES: [CH3:25][OH:26].[Cl:11][c:12]1[c:13]([CH:14]=[O:15])[c:16]([Cl:21])[cH:17][cH:18][c:19]1[Cl:20].[ClH:24].[Na+:23].[OH-:22].[OH:1][c:2]1[cH:3][c:4]([C:8]([CH3:9])=[O:10])[cH:5][cH:6][cH:7]1>>[OH:1][c:2]1[cH:3][c:4]([C:8]([CH:9]=[CH:14][c:13]2[c:12]([Cl:11])[c:19]([Cl:20])[cH:18][cH:17][c:16]2[Cl:21])=[O:10])[cH:5][cH:6][cH:7]1. Product: CN1C(CC[C@@]2(C3=C(CC[C@@H]12)C=C(C=C3)C3=C(C=C(C=C3)[N+](=O)[O-])C(F)(F)F)C)=O ((+)-(4aR)-(10bR)-4-methyl-8-(4-nitro-2-trifluoromethylphenyl)-10b-methyl-1,2,3,4,4a,5,6,10b-octahydrobenzo[f]-quinolin-3-one). The solvent is C(C)(=O)OCC (ethyl acetate). Procedure details: A 15 mL round bottom flask was charged with (+)-(4aR)-(10bR)-8-(4-nitro-2-trifluoromethylphenyl)-10b-methyl-1,2,3,4,4a,5,6,10b-octahydrobenzo[f]quinolin-3-one (48 mg, 0.12 mmol), 0.3 mL of t-butanol, and potassium t-butoxide (40 mg, 0.36 mmol). Methyl iodide (0.022 mL, 0.36 mmol) was added and the mixture was stirred at room temperature for 4 h. The mixture was diluted with ethyl acetate, and purified by silica gel chromatography (ethyl acetate eluent) to give 35 mg (70%) of the title compound a... Conditions: time 4 hour. Starting materials: [N+](=O)([O-])C1=CC(=C(C=C1)C1=CC2=C([C@]3(CCC(N[C@@H]3CC2)=O)C)C=C1)C(F)(F)F ((+)-(4aR)-(10bR)-8-(4-nitro-2-trifluoromethylphenyl)-10b-methyl-1,2,3,4,4a,5,6,10b-octahydrobenzo[f]quinolin-3-one), C(C)(C)(C)O (t-butanol), CC(C)([O-])C.[K+] (potassium t-butoxide), CI (Methyl iodide). As a reaction SMILES: [N+:1]([C:4]1[CH:9]=[CH:8][C:7]([C:10]2[CH:25]=[CH:24][C:13]3[C@:14]4([CH3:23])[C@@H:19]([CH2:20][CH2:21][C:12]=3[CH:11]=2)[NH:18][C:17](=[O:22])[CH2:16][CH2:15]4)=[C:6]([C:26]([F:29])([F:28])[F:27])[CH:5]=1)([O-:3])=[O:2].[C:30](O)(C)(C)C.CC(C)([O-])C.[K+].CI>C(OCC)(=O)C>[CH3:30][N:18]1[C@H:19]2[C@@:14]([CH3:23])([C:13]3[CH:24]=[CH:25][C:10]([C:7]4[CH:8]=[CH:9][C:4]([N+:1]([O-:3])=[O:2])=[CH:5][C:6]=4[C:26]([F:29])([F:27])[F:28])=[CH:11][C:12]=3[CH2:21][CH2:20]2)[CH2:15][CH2:16][C:17]1=[O:22] |f:2.3|. The yield is 70.0%.